describe an organic reaction: reactants, conditions, products, and yield From a dataset of the Open Reaction Database (ORD), a public repository of structured organic reaction records. Reactants: COc1ccc(CN(c2ncns2)S(=O)(=O)c2ccc(Oc3ccc(C(F)(F)F)cc3I)c(C#N)c2)c(OC)c1, CCCC[Sn](CCCC)(CCCC)c1ccnnc1, CN(C)C=O, [Cs+], [Cu]I, [F-]. Reaction SMILES: [C:1](#[N:2])[c:3]1[cH:4][c:5]([S:21](=[O:22])(=[O:23])[N:24]([c:25]2[n:26][cH:27][n:28][s:29]2)[CH2:30][c:31]2[c:32]([O:39][CH3:40])[cH:33][c:34]([O:37][CH3:38])[cH:35][cH:36]2)[cH:6][cH:7][c:8]1[O:9][c:10]1[c:11]([I:20])[cH:12][c:13]([C:16]([F:17])([F:18])[F:19])[cH:14][cH:15]1.[CH2:43]([Sn:44]([CH2:45][CH2:46][CH2:47][CH3:54])([c:48]1[cH:49][n:50][n:51][cH:52][cH:53]1)[CH2:55][CH2:56][CH2:57][CH3:58])[CH2:59][CH2:60][CH3:61].[CH3:62][N:63]([CH3:64])[CH:65]=[O:66].[Cs+:42].[Cu:67][I:68].[F-:41]>>[C:1](#[N:2])[c:3]1[cH:4][c:5]([S:21](=[O:22])(=[O:23])[N:24]([c:25]2[n:26][cH:27][n:28][s:29]2)[CH2:30][c:31]2[c:32]([O:39][CH3:40])[cH:33][c:34]([O:37][CH3:38])[cH:35][cH:36]2)[cH:6][cH:7][c:8]1[O:9][c:10]1[c:11](-[c:48]2[cH:49][n:50][n:51][cH:52][cH:53]2)[cH:12][c:13]([C:16]([F:17])([F:18])[F:19])[cH:14][cH:15]1. The product is COc1ccc(CN(c2ncns2)S(=O)(=O)c2ccc(Oc3ccc(C(F)(F)F)cc3-c3ccnnc3)c(C#N)c2)c(OC)c1. The reactants are CCC=CCCOC(=O)Cl, CCCCCCCC(O)CCC(=O)OCC=C(C)CCC=C(C)C, c1ccncc1. Yields the product CCC=CCCOC(=O)OC(CCCCCCC)CCC(=O)OCC=C(C)CCC=C(C)C. Reaction SMILES: [CH2:25]([CH2:26][CH:27]=[CH:28][CH2:29][CH3:30])[O:31][C:32](=[O:33])[Cl:34].[CH3:1][C:2](=[CH:3][CH2:4][O:5][C:6]([CH2:7][CH2:8][CH:9]([CH2:10][CH2:11][CH2:12][CH2:13][CH2:14][CH2:15][CH3:16])[OH:17])=[O:18])[CH2:19][CH2:20][CH:21]=[C:22]([CH3:23])[CH3:24].[cH:35]1[cH:36][cH:37][n:38][cH:39][cH:40]1>>[CH3:1][C:2](=[CH:3][CH2:4][O:5][C:6]([CH2:7][CH2:8][CH:9]([CH2:10][CH2:11][CH2:12][CH2:13][CH2:14][CH2:15][CH3:16])[O:17][C:32]([O:31][CH2:25][CH2:26][CH:27]=[CH:28][CH2:29][CH3:30])=[O:33])=[O:18])[CH2:19][CH2:20][CH:21]=[C:22]([CH3:23])[CH3:24]. The reactants are Cl(=O)[O-].[Na+] (sodium chlorite), O.P(=O)(O)(O)[O-].[Na+] (sodium dihydrogen phosphate monohydrate), ClC=1N=C(NC1C=O)C (4-chloro-2-methyl-1H-imidazole-5-carbaldehyde), CC(C)=CC (2-methyl-2-butene), solution. Run in O (water), C1CCOC1 (THF), C1CCOC1 (THF), C(C)(C)(C)O (tert-butanol). Conditions: time 6 hour. The product is ClC=1N=C(NC1C(=O)O)C (4-chloro-2-methyl-1H-imidazole-5-carboxylic acid). The yield is 49.8%. As a reaction SMILES: Cl([O-])=O.[Na+].[OH2:5].P([O-])(O)(O)=O.[Na+].[Cl:12][C:13]1[N:14]=[C:15]([CH3:20])[NH:16][C:17]=1[CH:18]=[O:19].CC(=CC)C>O.C1COCC1.C(O)(C)(C)C>[Cl:12][C:13]1[N:14]=[C:15]([CH3:20])[NH:16][C:17]=1[C:18]([OH:5])=[O:19] |f:0.1,2.3.4|. Reported procedure: A solution of sodium chlorite (1.4 g, 15.3 mmol) and sodium dihydrogen phosphate monohydrate (1.2 g, 8.7 mmol) in water (3.3 mL) was added to a stirred solution of 4-chloro-2-methyl-1H-imidazole-5-carbaldehyde (0.308 g, 2.1 mmol), 2-methyl-2-butene (9.3 mL of a 2M solution in THF, 18.6 mmol), and tert-butanol (1.2 mL) in THF (4.7 mL). The reaction mixture was stirred at RT for 6 h. The aqueous phase was separated and extracted with EtOAc (4×10 mL). The combined extracts were dried (Na2SO4), filt...